From a dataset of the Open Reaction Database (ORD), a public repository of structured organic reaction records. describe an organic reaction: reactants, conditions, products, and yield RXN SMILES: [F:1][C:2]([F:15])([F:14])[C:3]1[CH:11]=[CH:10][CH:9]=[C:8]2[C:4]=1[C:5](=[O:13])[C:6](=[O:12])[NH:7]2.[I:16]N1C(=O)CCC1=O>OS(O)(=O)=O>[I:16][C:9]1[CH:10]=[CH:11][C:3]([C:2]([F:1])([F:14])[F:15])=[C:4]2[C:8]=1[NH:7][C:6](=[O:12])[C:5]2=[O:13]. Reactants: FC(C1=C2C(C(NC2=CC=C1)=O)=O)(F)F (4-trifluoromethylisatin), IN1C(CCC1=O)=O (N-iodosuccinimide). Solvent: OS(=O)(=O)O (H2SO4). Reaction conditions: temperature 40 celsius, time 6 hour. Product: IC=1C=CC(=C2C(C(NC12)=O)=O)C(F)(F)F (7-iodo-4-Trifluoromethylisatin). Procedure: A mixture of 4-trifluoromethylisatin (450 mg, 2.09 mmol) and N-iodosuccinimide (800 mg, 3.72 mmol) in conc. H2SO4 (5 mL) was stirred for 6 h at 40° C. and poured into crushed ice. The mixture was extracted with ethyl acetate and the extracts were washed with aqueous Na2SO3, dried over MgSO4, and concentrated. The residue was purified by silica gel column chromatography with 3:1 hexane/ethyl acetate to give the title compound (296 mg, 42%). The yield is 41.5%. Starting materials: acetylenic carbinol, CC=1C(C(CCC1)(C)C)C(C#CC)=O (2,6,6-trimethyl-1-tetrolyl-2-cyclohexene), ( δ ). Run in CO (carbinol). Product: CC=1C(C(CCC1)(C)C)C(C#CC)O (2,6,6-trimethyl-1-[1-hydroxy-2-butynyl]-2-cyclohexene). RXN SMILES: [CH3:1][C:2]1[CH:3]([C:10](=[O:14])[C:11]#[C:12][CH3:13])[C:4]([CH3:9])([CH3:8])[CH2:5][CH2:6][CH:7]=1>CO>[CH3:1][C:2]1[CH:3]([CH:10]([OH:14])[C:11]#[C:12][CH3:13])[C:4]([CH3:8])([CH3:9])[CH2:5][CH2:6][CH:7]=1. Procedure: The acetylenic carbinol which was obtained as described above under paragraph b) was oxidised as described for its isomer in Example 18, paragraph c. Thus, 1.38 g. of carbinol gave 0.9 g. (66 %) of 2,6,6-trimethyl-1-tetrolyl-2-cyclohexene, b.p. 100°-105°/0.7 Torr. NMR spectrum (CCl4): 0.96 (6 H, d badly resolved), 1.52 (3 H, m), 2.0 (3 H, s), 5.57 (1 H, m), 2.66 (1 H, m) ppm (δ). Starting materials: C(#N)C=1C=C(C(=NC1C)NC(CC)C)C(=O)OCC (5-cyano-6-methyl-2-[(1-methylpropyl)amino]-3-pyridine-carboxylic acid, ethyl ester), [Se](=O)=O (selenium dioxide). The solvent is O1CCOCC1 (dioxane). Product: C(#N)C=1C=C(C(=NC1C=O)NC(CC)C)C(=O)OCC (5-Cyano-6-formyl-2-[(1-methylpropyl)amino]-3-pyridine-carboxylic acid, ethyl ester). Reaction SMILES: [C:1]([C:3]1[CH:4]=[C:5]([C:15]([O:17][CH2:18][CH3:19])=[O:16])[C:6]([NH:10][CH:11]([CH3:14])[CH2:12][CH3:13])=[N:7][C:8]=1[CH3:9])#[N:2].[Se](=O)=[O:21]>O1CCOCC1>[C:1]([C:3]1[CH:4]=[C:5]([C:15]([O:17][CH2:18][CH3:19])=[O:16])[C:6]([NH:10][CH:11]([CH3:14])[CH2:12][CH3:13])=[N:7][C:8]=1[CH:9]=[O:21])#[N:2]. Procedure details: 26.1 g of 5-cyano-6-methyl-2-[(1-methylpropyl)amino]-3-pyridine-carboxylic acid, ethyl ester (0.1 mol) and 13 g of selenium dioxide are refluxed together in dioxane for 24 hours. After this time the selenium is filtered off and the solvent removed in vacuo. The resulting oily residue is crystallized with ether. Yield 19 g (69%); m.p. 37°-38° C. (methanol). Starting materials: BrB(Br)Br, CO, COc1cccc(C2CNC(=O)N2c2ccc(Oc3ccc(Cl)cc3)cc2)c1, ClCCl, O. Product: O=C1NCC(c2cccc(O)c2)N1c1ccc(Oc2ccc(Cl)cc2)cc1. RXN SMILES: [B:29]([Br:30])([Br:31])[Br:32].[CH3:33][OH:34].[Cl:1][c:2]1[cH:3][cH:4][c:5]([O:6][c:7]2[cH:8][cH:9][c:10]([N:13]3[C:14](=[O:26])[NH:15][CH2:16][CH:17]3[c:18]3[cH:19][c:20]([O:24][CH3:25])[cH:21][cH:22][cH:23]3)[cH:11][cH:12]2)[cH:27][cH:28]1.[Cl:36][CH2:37][Cl:38].[OH2:35]>>[Cl:1][c:2]1[cH:3][cH:4][c:5]([O:6][c:7]2[cH:8][cH:9][c:10]([N:13]3[C:14](=[O:26])[NH:15][CH2:16][CH:17]3[c:18]3[cH:19][c:20]([OH:24])[cH:21][cH:22][cH:23]3)[cH:11][cH:12]2)[cH:27][cH:28]1. The reactants are FC(CO)(C(C(C(F)F)(F)F)(F)F)F (2,2,3,3,4,4,5,5-octafluoropentanol), CN(C)C=O (DMF), C([O-])([O-])=O.[K+].[K+] (potassium carbonate), FC1=NC(=CC=C1)F (2,6-difluoropyridine). Yields the product FC1=NC(=CC=C1)OCC(C(C(C(F)F)(F)F)(F)F)(F)F (2-fluoro-6-(2,2,3,3,4,4,5,5-octafluoropentyloxy)-pyridine). Isolated yield 88.1%. Procedure details: A reaction flask was loaded with 2,2,3,3,4,4,5,5-octafluoropentanol (16.1 g), DMF (42 ml), anhydrous potassium carbonate (9.6 g), followed by stirring at room temperature for one hour. To this mixture, 2,6-difluoropyridine (8.0 g) was dropwise added. The temperature was raised to 60° C., and the mixture was stirred for four hours. The heating was stopped, and water was added to the reaction mixture, followed by extraction with ethyl acetate. The extract was condensed by an evaporator to give 2-f... Solvent: O (water). Reaction SMILES: [F:1][C:2]([F:14])([C:5]([F:13])([F:12])[C:6]([F:11])([F:10])[CH:7]([F:9])[F:8])[CH2:3][OH:4].CN(C=O)C.C(=O)([O-])[O-].[K+].[K+].[F:26][C:27]1[CH:32]=[CH:31][CH:30]=[C:29](F)[N:28]=1>O>[F:26][C:27]1[CH:32]=[CH:31][CH:30]=[C:29]([O:4][CH2:3][C:2]([F:14])([F:1])[C:5]([F:12])([F:13])[C:6]([F:10])([F:11])[CH:7]([F:8])[F:9])[N:28]=1 |f:2.3.4|. Conditions: time 1 hour. Starting materials: BrC=1C=C(C=C(C1)C)C (5-bromo-m-xylene), Cl (HCl), P(OCC)(OCC)[O-] (diethyl phosphite), [Mg] (magnesium), II (iodine), BrCCBr (1,2-dibromoethane). The solvent is C1CCOC1 (THF), C1(=CC=CC=C1)C (toluene), O (Water), C1CCOC1 (THF), C1CCOC1 (THF). Run at temperature 40 celsius, time 40 minute. Yields the product CC=1C=C(C=C(C1)C)P(C1=CC(=CC(=C1)C)C)=O (bis(3,5-dimethylphenyl)phosphine oxide). Isolated yield 78.3%. As a reaction SMILES: [Mg].II.Br[CH2:5][CH2:6]Br.Br[C:9]1[CH:10]=[C:11]([CH3:16])[CH:12]=[C:13]([CH3:15])[CH:14]=1.[P:17]([O-:24])(OCC)OCC.Cl>C1COCC1.C1(C)C=CC=CC=1.O>[CH3:15][C:13]1[CH:14]=[C:9]([PH:17](=[O:24])[C:9]2[CH:10]=[C:11]([CH3:16])[CH:12]=[C:5]([CH3:6])[CH:14]=2)[CH:10]=[C:11]([CH3:16])[CH:12]=1. Procedure: Under a nitrogen stream, a solution of magnesium (3.28 g, 4.01 equivalents), a small amount of iodine and 1,2-dibromoethane in THF (10 mL) was stirred at room temperature for 1.5 hrs. A solution of 5-bromo-m-xylene (25.2 g, 4.05 equivalents) in THF (100 mL) was added at 25° C., and the mixture was stirred at 40° C. for 40 min. A solution of diethyl phosphite (4.64 g, 33.6 mmol) in THF (5 mL) was added at −33° C., and the mixture was stirred at 0° C. for 30 min. Water (30 mL) was added at 3° C., ... Starting materials: FC1=C(OC2=CC=C(C=O)C=C2)C(=CC=C1)F (4-(2,6-difluoro-phenoxy)-benzaldehyde), CC(=O)C (acetone). The product is FC1=C(OC2=CC=C(C(=O)O)C=C2)C(=CC=C1)F (4-(2,6-Difluoro-phenoxy)-benzoic acid). Isolated yield 70.0%. Reaction SMILES: [F:1][C:2]1[CH:16]=[CH:15][CH:14]=[C:13]([F:17])[C:3]=1[O:4][C:5]1[CH:12]=[CH:11][C:8]([CH:9]=[O:10])=[CH:7][CH:6]=1.CC(C)=[O:20]>>[F:1][C:2]1[CH:16]=[CH:15][CH:14]=[C:13]([F:17])[C:3]=1[O:4][C:5]1[CH:12]=[CH:11][C:8]([C:9]([OH:20])=[O:10])=[CH:7][CH:6]=1. Procedure: To a cold solution of 4-(2,6-difluoro-phenoxy)-benzaldehyde (1 g, 4.2 mmol) in acetone (10 mL) was added the Jone's reagent slowly drop wise at 0° C. until the reaction completes. The acetone was removed completely and the residue was diluted with water, extracted with ethyl acetate and the combined organic layers were washed with water and brine, then dried over sodium sulphate and concentrated to obtain the title compound (0.75 g, 70%) Reactants: ClC1=CC=C(C=C1)F (1-chloro-4-fluorobenzene), CN(C=O)C (dimethylformamide), C(CCC)[Li] (butyllithium), ice water, CC1(NC(CCC1)(C)C)C (2,2,6,6-tetramethylpiperidine). Run in O1CCCC1 (tetrahydrofuran), O1CCCC1 (tetrahydrofuran), CCCCCC (hexane), O1CCCC1 (tetrahydrofuran). Reaction conditions: temperature 0 celsius, time 2 hour. The product is ClC=1C=CC(=C(C=O)C1)F (5-chloro-2-fluorobenzaldehyde). Isolated yield 64.6%. RXN SMILES: C([Li])CCC.CC1(C)CCCC(C)(C)N1.[Cl:16][C:17]1[CH:22]=[CH:21][C:20]([F:23])=[CH:19][CH:18]=1.CN(C)[CH:26]=[O:27]>CCCCCC.O1CCCC1>[Cl:16][C:17]1[CH:22]=[CH:21][C:20]([F:23])=[C:19]([CH:18]=1)[CH:26]=[O:27]. Reported procedure: To a solution of 1.6M butyllithium in hexane (32 ml) was added anhydrous tetrahydrofuran (100 ml), and then added dropwise 2,2,6,6-tetramethylpiperidine (8.4 ml) at −70° C. or less. To the mixture was added dropwise a solution of 1-chloro-4-fluorobenzene (6.5 g) in anhydrous tetrahydrofuran (20 ml), and the mixture was stirred at −70° C. or less for 2 hours. To the mixture was added dropwise a solution of dimethylformamide (6.5 g) in tetrahydrofuran (15 ml), and the mixture was allowed to stand ... Starting materials: CN(C)C=O, CC(C)(C)O, CI, [K], CCOC(=O)N1CCC(O)C(N=[N+]=[N-])C1, CCOC(=O)N1CCC(N=[N+]=[N-])C(O)C1, O. Yields the product CCOC(=O)N1CCC(N=[N+]=[N-])C(OC)C1. RXN SMILES: [CH3:35][N:36]([CH3:37])[CH:38]=[O:39].[CH3:40][C:41]([OH:42])([CH3:43])[CH3:44].[I:32][CH3:33].[K:1].[N:17]([CH:20]1[CH:18]([OH:19])[CH2:21][CH2:22][N:23]([C:24]([O:25][CH2:26][CH3:27])=[O:28])[CH2:29]1)=[N+:30]=[N-:31].[N:2](=[N+:3]=[N-:4])[CH:5]1[CH:6]([OH:16])[CH2:7][N:8]([C:11](=[O:12])[O:13][CH2:14][CH3:15])[CH2:9][CH2:10]1.[OH2:34]>>[N:2](=[N+:3]=[N-:4])[CH:5]1[CH:6]([O:16][CH3:20])[CH2:7][N:8]([C:11](=[O:12])[O:13][CH2:14][CH3:15])[CH2:9][CH2:10]1. Procedure: (5R, 6S)-N-(5-Methanesulfonyloxy-2,2-dimethyl-1,3-dioxepan-6-yl)-3-acetoxy-2-methylbenzamide (compound [9], 786 g, 1.89 mol) was dissolved in dichloromethane (6.29 L), and boron trifluoride diethyl ether (698 ml, 5.68 mol) was added, which was followed by stirring at room temperature for 23 hours. The reaction mixture was cooled to 11° C. and acetic anhydride (268 ml, 2.84 mol) was added, which was followed by stirring at said temperature for 2 hours. The reaction mixture was concentrated to 2.0... Run in O (water), C1(=CC=CC=C1)C (Toluene), ClCCl (dichloromethane). As a reaction SMILES: [CH3:1][S:2]([O:5][C@@H:6]1[C@@H:12]([NH:13][C:14](=[O:26])[C:15]2[CH:20]=[CH:19][CH:18]=[C:17]([O:21][C:22](=[O:24])[CH3:23])[C:16]=2[CH3:25])[CH2:11][O:10][C:9]([CH3:28])(C)[O:8][CH2:7]1)(=[O:4])=[O:3].B(F)(F)F.CCOCC.C(OC(=O)C)(=O)C.CN(C)CCO>ClCCl.O.C1(C)C=CC=CC=1>[C:9]([O:8][CH2:7][C@@H:6]([C@@H:12]1[CH2:11][O:26][C:14]([C:15]2[CH:20]=[CH:19][CH:18]=[C:17]([O:21][C:22](=[O:24])[CH3:23])[C:16]=2[CH3:25])=[N:13]1)[O:5][S:2]([CH3:1])(=[O:4])=[O:3])(=[O:10])[CH3:28] |f:1.2|. The reactants are C(C)(=O)OC(C)=O (acetic anhydride), CS(=O)(=O)O[C@H]1COC(OC[C@@H]1NC(C1=C(C(=CC=C1)OC(C)=O)C)=O)(C)C ((5R, 6S)-N-(5-methanesulfonyloxy-2,2-dimethyl-1,3-dioxepan-6-yl)-3-acetoxy-2-methylbenzamide), CS(=O)(=O)O[C@H]1COC(OC[C@@H]1NC(C1=C(C(=CC=C1)OC(C)=O)C)=O)(C)C ((5R, 6S)-N-(5-methanesulfonyloxy-2,2-dimethyl-1,3-dioxepan-6-yl)-3-acetoxy-2-methylbenzamide), B(F)(F)F.CCOCC (boron trifluoride diethyl ether), CN(CCO)C (N,N-Dimethylethanolamine). Conditions: time 23 hour. The product is C(C)(=O)OC[C@H](OS(=O)(=O)C)[C@H]1N=C(OC1)C1=C(C(=CC=C1)OC(C)=O)C ((2R)-1-acetoxy-2-((4S)-2-(3-acetoxy-2-methylphenyl)-4,5-dihydrooxazol-4-yl)-2-methanesulfonyloxyethane).